From a dataset of the Open Reaction Database (ORD), a public repository of structured organic reaction records. describe an organic reaction: reactants, conditions, products, and yield Starting materials: [N+](=O)(O)[O-].[N+](=O)([O-])OCCN (N-(2-nitrooxyethyl)-amine nitrate), ClC1=CC=C(C=C1)C1C(NC(S1)=O)C(=O)O (5-(4-chlorophenyl)-2-oxothiazolidine-4-carboxylic acid). Product: [N+](=O)([O-])OCCNC(=O)C1NC(SC1C1=CC=C(C=C1)Cl)=O (N-(2-Nitrooxyethyl)-5-(4-chlorophenyl)-2-oxothiazolidine-4-carboxamide). Reaction SMILES: [N+]([O-])(O)=O.[N+:5]([O:8][CH2:9][CH2:10][NH2:11])([O-:7])=[O:6].[Cl:12][C:13]1[CH:18]=[CH:17][C:16]([CH:19]2[S:23][C:22](=[O:24])[NH:21][CH:20]2[C:25](O)=[O:26])=[CH:15][CH:14]=1>>[N+:5]([O:8][CH2:9][CH2:10][NH:11][C:25]([CH:20]1[CH:19]([C:16]2[CH:15]=[CH:14][C:13]([Cl:12])=[CH:18][CH:17]=2)[S:23][C:22](=[O:24])[NH:21]1)=[O:26])([O-:7])=[O:6] |f:0.1|. Reported procedure: A procedure similar to that described in Example 1 was repeated, but using 394 mg of N-(2-nitrooxyethyl)-amine nitrate and 500 mg of 5-(4-chlorophenyl)-2-oxothiazolidine-4-carboxylic acid, to obtain 350 mg of the title compound as colorless needles, melting at 125°-127° C. (after recrystallization from methylene chloride). Starting materials: CSc1nc(-c2ccccc2)c(-c2ccccc2)o1, ClC(Cl)Cl, O=C(OO)c1cccc(Cl)c1. The product is CS(=O)c1nc(-c2ccccc2)c(-c2ccccc2)o1. Reaction SMILES: [CH3:1][S:2][c:3]1[o:4][c:5](-[c:14]2[cH:15][cH:16][cH:17][cH:18][cH:19]2)[c:6](-[c:8]2[cH:9][cH:10][cH:11][cH:12][cH:13]2)[n:7]1.[CH:31]([Cl:32])([Cl:33])[Cl:34].[Cl:20][c:21]1[cH:22][c:23]([C:28](=[O:25])[O:29][OH:30])[cH:24][cH:26][cH:27]1>>[CH3:1][S:2]([c:3]1[o:4][c:5](-[c:14]2[cH:15][cH:16][cH:17][cH:18][cH:19]2)[c:6](-[c:8]2[cH:9][cH:10][cH:11][cH:12][cH:13]2)[n:7]1)=[O:25]. Reactants: C1CCC(N2CCNCC2)C1, CCN(C(C)C)C(C)C, O=[N+]([O-])c1ccnc(Cl)c1, CN(C)C=O, O. The product is O=[N+]([O-])c1ccnc(N2CCN(C3CCCC3)CC2)c1. Reaction SMILES: [CH:11]1([N:16]2[CH2:17][CH2:18][NH:19][CH2:20][CH2:21]2)[CH2:12][CH2:13][CH2:14][CH2:15]1.[CH:22]([N:23]([CH2:24][CH3:25])[CH:26]([CH3:27])[CH3:28])([CH3:29])[CH3:30].[Cl:1][c:2]1[n:3][cH:4][cH:5][c:6]([N+:8](=[O:9])[O-:10])[cH:7]1.[O:31]=[CH:32][N:33]([CH3:34])[CH3:35].[OH2:36]>>[c:2]1([N:19]2[CH2:18][CH2:17][N:16]([CH:11]3[CH2:12][CH2:13][CH2:14][CH2:15]3)[CH2:21][CH2:20]2)[n:3][cH:4][cH:5][c:6]([N+:8](=[O:9])[O-:10])[cH:7]1. The reactants are OC1=CC=C(C(=O)C2=CC=C(C=C2)O)C=C1 (4,4'-dihydroxybenzophenone), [Na] (Sodium), BrCCCCCCCCCCCCCCCCCC (1-bromooctadecane). Reagents/catalysts: [I-].[Na+] (sodium iodide). The solvent is C(C)O (ethanol). The product is C(CCCCCCCCCCCCCCCCC)OC1=CC=C(C(=O)C2=CC=C(C=C2)OCCCCCCCCCCCCCCCCCC)C=C1 (4,4'-Dioctadecyloxy-benzophenone). Isolated yield 84.9%. Reaction SMILES: [Na].[OH:2][C:3]1[CH:17]=[CH:16][C:6]([C:7]([C:9]2[CH:14]=[CH:13][C:12]([OH:15])=[CH:11][CH:10]=2)=[O:8])=[CH:5][CH:4]=1.Br[CH2:19][CH2:20][CH2:21][CH2:22][CH2:23][CH2:24][CH2:25][CH2:26][CH2:27][CH2:28][CH2:29][CH2:30][CH2:31][CH2:32][CH2:33][CH2:34][CH2:35][CH3:36]>C(O)C.[I-].[Na+]>[CH2:19]([O:2][C:3]1[CH:17]=[CH:16][C:6]([C:7]([C:9]2[CH:14]=[CH:13][C:12]([O:15][CH2:36][CH2:35][CH2:34][CH2:33][CH2:32][CH2:31][CH2:30][CH2:29][CH2:28][CH2:27][CH2:26][CH2:25][CH2:24][CH2:23][CH2:22][CH2:21][CH2:20][CH3:19])=[CH:11][CH:10]=2)=[O:8])=[CH:5][CH:4]=1)[CH2:20][CH2:21][CH2:22][CH2:23][CH2:24][CH2:25][CH2:26][CH2:27][CH2:28][CH2:29][CH2:30][CH2:31][CH2:32][CH2:33][CH2:34][CH2:35][CH3:36] |f:4.5,^1:0|. Procedure: Sodium metal (0.46 g, 20 mmol) was dissolved in ethanol (50 mL) and 4,4'-dihydroxybenzophenone (1.0 g, 4.67 mmol) was added followed by 1-bromooctadecane (7.8 g, 23.4 mmol) and a catalytic amount of sodium iodide (approximately 30 mg) and the reaction mixture was refluxed for 48 hours. The resulting suspension was cooled and filtered. The solid was washed with dichloromethane followed by hexane and the white solid was dried to afford compound 22 (2.85 g, 84.8% yield). 1H NMR (300 MHz, pyridine-d... Starting materials: ClC1=NC2=CC(=CC(=C2C(=C1C)Cl)F)F (2,4-dichloro-5,7-difluoro-3-methylquinoline), CC=1C=CC(=C(C1)B(O)O)SC (5-methyl-2-(methylthio)phenylboronic acid). The product is ClC1=C(C(=NC2=CC(=CC(=C12)F)F)C1=C(C=CC(=C1)C)SC)C (4-chloro-5,7-difluoro-3-methyl-2-(5-methyl-2-(methylthio)phenyl)-quinoline). Reaction SMILES: Cl[C:2]1[C:11]([CH3:12])=[C:10]([Cl:13])[C:9]2[C:4](=[CH:5][C:6]([F:15])=[CH:7][C:8]=2[F:14])[N:3]=1.[CH3:16][C:17]1[CH:18]=[CH:19][C:20]([S:26][CH3:27])=[C:21](B(O)O)[CH:22]=1>>[Cl:13][C:10]1[C:9]2[C:4](=[CH:5][C:6]([F:15])=[CH:7][C:8]=2[F:14])[N:3]=[C:2]([C:19]2[CH:18]=[C:17]([CH3:16])[CH:22]=[CH:21][C:20]=2[S:26][CH3:27])[C:11]=1[CH3:12]. Reported procedure: Essentially prepared according to Procedure F using 2,4-dichloro-5,7-difluoro-3-methylquinoline (130 mg, 0.51 mmol) and 5-methyl-2-(methylthio)phenylboronic acid to give 4-chloro-5,7-difluoro-3-methyl-2-(5-methyl-2-(methylthio)phenyl)-quinoline. Mass Spectrum (ESI) m/e=350.0 (M+1). Reactants: O=C([O-])[O-], C1CCOC1, CS(C)=O, COC(=O)c1cc(F)c(F)c(F)c1, [K+], [K+], O, CC(c1cccc2ccccc12)N(CC1CCNCC1c1ccccc1)C(=O)OC(C)(C)C. Yields the product COC(=O)c1cc(F)c(N2CCC(CN(C(=O)OC(C)(C)C)C(C)c3cccc4ccccc34)C(c3ccccc3)C2)c(F)c1. RXN SMILES: [C:14](=[O:15])([O-:16])[O-:17].[CH2:57]1[O:58][CH2:59][CH2:60][CH2:61]1.[CH3:20][S:21]([CH3:22])=[O:23].[F:1][c:2]1[cH:3][c:4]([C:5](=[O:6])[O:7][CH3:8])[cH:9][c:10]([F:13])[c:11]1[F:12].[K+:18].[K+:19].[OH2:62].[c:24]1([CH:34]([CH3:35])[N:36]([C:37]([O:38][C:39]([CH3:40])([CH3:41])[CH3:42])=[O:43])[CH2:44][CH:45]2[CH:46]([c:51]3[cH:52][cH:53][cH:54][cH:55][cH:56]3)[CH2:47][NH:48][CH2:49][CH2:50]2)[cH:25][cH:26][cH:27][c:28]2[cH:29][cH:30][cH:31][cH:32][c:33]12>>[F:1][c:2]1[cH:3][c:4]([C:5](=[O:6])[O:7][CH3:8])[cH:9][c:10]([F:13])[c:11]1[N:48]1[CH2:47][CH:46]([c:51]2[cH:52][cH:53][cH:54][cH:55][cH:56]2)[CH:45]([CH2:44][N:36]([CH:34]([c:24]2[cH:25][cH:26][cH:27][c:28]3[cH:29][cH:30][cH:31][cH:32][c:33]23)[CH3:35])[C:37]([O:38][C:39]([CH3:40])([CH3:41])[CH3:42])=[O:43])[CH2:50][CH2:49]1. Starting materials: CC[SiH](CC)CC, O=C1N(C(c2ccccc2)c2ccccc2)c2cccc(Cl)c2C1(O)c1cc2c(cc1O)OCC2, ClCCl, O=C(O)C(F)(F)F. Product: O=C1C(c2cc3c(cc2O)OCC3)c2c(Cl)cccc2N1C(c1ccccc1)c1ccccc1. RXN SMILES: [CH2:36]([SiH:37]([CH2:38][CH3:39])[CH2:40][CH3:41])[CH3:42].[Cl:1][c:2]1[c:3]2[c:7]([cH:8][cH:9][cH:10]1)[N:6]([CH:11]([c:12]1[cH:13][cH:14][cH:15][cH:16][cH:17]1)[c:18]1[cH:19][cH:20][cH:21][cH:22][cH:23]1)[C:5](=[O:24])[C:4]2([c:25]1[c:26]([OH:34])[cH:27][c:28]2[c:29]([cH:33]1)[CH2:30][CH2:31][O:32]2)[OH:35].[Cl:50][CH2:51][Cl:52].[OH:43][C:44]([C:45]([F:46])([F:47])[F:48])=[O:49]>>[Cl:1][c:2]1[c:3]2[c:7]([cH:8][cH:9][cH:10]1)[N:6]([CH:11]([c:12]1[cH:13][cH:14][cH:15][cH:16][cH:17]1)[c:18]1[cH:19][cH:20][cH:21][cH:22][cH:23]1)[C:5](=[O:24])[CH:4]2[c:25]1[c:26]([OH:34])[cH:27][c:28]2[c:29]([cH:33]1)[CH2:30][CH2:31][O:32]2. Reactants: NCC(=O)N(C)C1=C(C(=C(C=C1)Cl)COC1=CC=CC=2N(C(=NC21)OC)CC2=NC=CC=C2)Cl (2-amino-N-(2,4-dichloro-3-(((2-methoxy-1-(pyridin-2-ylmethyl)-1H-benzo[d]imidazol-4-yl)oxy)methyl)phenyl)-N-methylacetamide), C34H33Cl2N7O6, COC(=O)NC1=CC=C(C=N1)CCC(=O)O (3-(6-((methoxycarbonyl)amino)pyridin-3-yl)propanoic acid), ClC1=C(C=CC(=C1COC1=CC=CC=2N(C(=NC21)OC)CC2=NC=CC=C2)Cl)N(C(CNC(CCC2=CC=C(C(=O)NCCOC)C=C2)=O)=O)C (4-(3-((2-((2,4-dichloro-3-(((2-methoxy-1-(pyridin-2-ylmethyl)-1H-benzo[d]imidazol-4-yl)oxy)methyl)phenyl)(methyl)amino)-2-oxoethyl)amino)-3-oxopropyl)-N-(2-methoxyethyl)benzamide). Product: ClC1=C(C=CC(=C1COC1=CC=CC=2N(C(=NC21)OC)CC2=NC=CC=C2)Cl)N(C(CNC(CCC=2C=CC(=NC2)NC(OC)=O)=O)=O)C (methyl (5-(3-((2-((2,4-dichloro-3-(((2-methoxy-1-(pyridin-2-ylmethyl)-1H-benzo[d]imidazol-4-yl)oxy)methyl)phenyl)(methyl)amino)-2-oxoethyl)amino)-3-oxopropyl)pyridin-2-yl)carbamate). As a reaction SMILES: [NH2:1][CH2:2][C:3]([N:5]([C:7]1[CH:12]=[CH:11][C:10]([Cl:13])=[C:9]([CH2:14][O:15][C:16]2[C:24]3[N:23]=[C:22]([O:25][CH3:26])[N:21]([CH2:27][C:28]4[CH:33]=[CH:32][CH:31]=[CH:30][N:29]=4)[C:20]=3[CH:19]=[CH:18][CH:17]=2)[C:8]=1[Cl:34])[CH3:6])=[O:4].[CH3:35][O:36][C:37]([NH:39][C:40]1[N:45]=[CH:44][C:43]([CH2:46][CH2:47][C:48](O)=[O:49])=[CH:42][CH:41]=1)=[O:38].ClC1C(COC2C3N=C(OC)N(CC4C=CC=CN=4)C=3C=CC=2)=C(Cl)C=CC=1N(C)C(=O)CNC(=O)CCC1C=CC(C(NCCOC)=O)=CC=1>>[Cl:34][C:8]1[C:9]([CH2:14][O:15][C:16]2[C:24]3[N:23]=[C:22]([O:25][CH3:26])[N:21]([CH2:27][C:28]4[CH:33]=[CH:32][CH:31]=[CH:30][N:29]=4)[C:20]=3[CH:19]=[CH:18][CH:17]=2)=[C:10]([Cl:13])[CH:11]=[CH:12][C:7]=1[N:5]([CH3:6])[C:3](=[O:4])[CH2:2][NH:1][C:48](=[O:49])[CH2:47][CH2:46][C:43]1[CH:42]=[CH:41][C:40]([NH:39][C:37](=[O:38])[O:36][CH3:35])=[N:45][CH:44]=1. Procedure: 2-amino-N-(2,4-dichloro-3-(((2-methoxy-1-(pyridin-2-ylmethyl)-1H-benzo[d]imidazol-4-yl)oxy)methyl)phenyl)-N-methylacetamide and 3-(6-((methoxycarbonyl)amino)pyridin-3-yl)propanoic acid were combined as previously described for compound 1 to give 2. LCMS (+APCI) 706 (M+). 1H-NMR (CDCl3, δ ppm): 8.58 (m, 1H), 8.06 (d, J=2.0 Hz, 1H), 7.85 (d, J=8.8 Hz, 1H), 7.72 (bs, 1H), 7.58 (dt, J=1.6, 7.6 Hz, 1H), 7.51 (2.0, 8.4 Hz, 1H), 7.47 (d, J=8.4 Hz, 1H), 7.21 (d, J=8.4 Hz, 1H), 7.19 (m, 1H), 7.04 (t, J=8...